Dataset: the Open Reaction Database (ORD), a public repository of structured organic reaction records. Task: describe an organic reaction: reactants, conditions, products, and yield Reactants: O=C(Nc1nonc1-c1noc(=O)n1-c1ccc(F)c(Br)c1)C(F)(F)F, O=C([O-])[O-], CI, CN(C)C=O, [K+], [K+], O. Yields the product CNc1nonc1-c1noc(=O)n1-c1ccc(F)c(Br)c1. Reaction SMILES: [Br:1][c:2]1[cH:3][c:4](-[n:9]2[c:10](-[c:15]3[c:16]([NH:20][C:21](=[O:22])[C:23]([F:24])([F:25])[F:26])[n:17][o:18][n:19]3)[n:11][o:12][c:13]2=[O:14])[cH:5][cH:6][c:7]1[F:8].[C:27](=[O:28])([O-:29])[O-:30].[CH3:33][I:34].[CH3:35][N:36]([CH3:37])[CH:38]=[O:39].[K+:31].[K+:32].[OH2:40]>>[Br:1][c:2]1[cH:3][c:4](-[n:9]2[c:10](-[c:15]3[c:16]([NH:20][CH3:21])[n:17][o:18][n:19]3)[n:11][o:12][c:13]2=[O:14])[cH:5][cH:6][c:7]1[F:8].